From a dataset of the Open Reaction Database (ORD), a public repository of structured organic reaction records. describe an organic reaction: reactants, conditions, products, and yield The reactants are [OH-].[Na+] (sodium hydroxide), C(C)O (ethanol), COC1=CC=C(C(=O)NC2=C(C(=O)OC)C=CC(=C2)C2=CC=CC=C2)C=C1 (methyl 2-(4-methoxybenzamido)-4-phenylbenzoate), Cl (hydrochloric acid). Run in C(C)(=O)OCC (ethyl acetate). Reaction conditions: temperature 40 celsius, time 2 hour. The product is COC1=CC=C(C(=O)NC2=C(C(=O)O)C=CC(=C2)C2=CC=CC=C2)C=C1 (2-(4-methoxybenzamido)-4-phenylbenzoic acid). As a reaction SMILES: [OH-].[Na+].C(O)C.[CH3:6][O:7][C:8]1[CH:32]=[CH:31][C:11]([C:12]([NH:14][C:15]2[CH:24]=[C:23]([C:25]3[CH:30]=[CH:29][CH:28]=[CH:27][CH:26]=3)[CH:22]=[CH:21][C:16]=2[C:17]([O:19]C)=[O:18])=[O:13])=[CH:10][CH:9]=1.Cl>C(OCC)(=O)C>[CH3:6][O:7][C:8]1[CH:9]=[CH:10][C:11]([C:12]([NH:14][C:15]2[CH:24]=[C:23]([C:25]3[CH:26]=[CH:27][CH:28]=[CH:29][CH:30]=3)[CH:22]=[CH:21][C:16]=2[C:17]([OH:19])=[O:18])=[O:13])=[CH:31][CH:32]=1 |f:0.1|. Procedure: 1.0 mL of 2.0 mol/L aqueous sodium hydroxide and 3.0 mL of ethanol were added to the obtained methyl 2-(4-methoxybenzamido)-4-phenylbenzoate and stirred at 40° C. for 2 hours. After the reaction mixture was cooled to room temperature, 8.0 mL of 0.38 mol/L hydrochloric acid and 10 mL of ethyl acetate were added. The organic layer was separated and dried over anhydrous magnesium sulfate, and the solvent was evaporated under reduced pressure. The obtained residue was purified with reversed-phase si... The reactants are O=C(Nc1ccc(Br)c2ccccc12)c1cc(F)cc(N2CCOCC2)c1, O=C([O-])[O-], CCOC(C)=O, CCCCC=CB(O)O, [Cs+], [Cs+], C1COCCO1. Product: CCCCC=Cc1ccc(NC(=O)c2cc(F)cc(N3CCOCC3)c2)c2ccccc12. Reaction SMILES: [Br:1][c:2]1[cH:3][cH:4][c:5]([NH:12][C:13]([c:14]2[cH:15][c:16]([F:26])[cH:17][c:18]([N:20]3[CH2:21][CH2:22][O:23][CH2:24][CH2:25]3)[cH:19]2)=[O:27])[c:6]2[cH:7][cH:8][cH:9][cH:10][c:11]12.[C:37](=[O:38])([O-:39])[O-:40].[CH3:43][CH2:44][O:45][C:46](=[O:47])[CH3:48].[CH:28](=[CH:29][CH2:30][CH2:31][CH2:32][CH3:33])[B:34]([OH:35])[OH:36].[Cs+:41].[Cs+:42].[O:49]1[CH2:50][CH2:51][O:52][CH2:53][CH2:54]1>>[c:2]1([CH:28]=[CH:29][CH2:30][CH2:31][CH2:32][CH3:33])[cH:3][cH:4][c:5]([NH:12][C:13]([c:14]2[cH:15][c:16]([F:26])[cH:17][c:18]([N:20]3[CH2:21][CH2:22][O:23][CH2:24][CH2:25]3)[cH:19]2)=[O:27])[c:6]2[cH:7][cH:8][cH:9][cH:10][c:11]12.